Dataset: the Open Reaction Database (ORD), a public repository of structured organic reaction records. Task: describe an organic reaction: reactants, conditions, products, and yield Reactants: O=C(n1ccnc1)n1ccnc1, O=C(O)C=Cc1ccc(OCc2ccc(F)cc2)cc1, [H-], Nc1nc(=S)ss1, [Na+], C1CCOC1, O, c1c[nH]cn1. Product: O=C(C=Cc1ccc(OCc2ccc(F)cc2)cc1)Nc1nc(=S)ss1. Reaction SMILES: [C:21]([n:22]1[cH:23][cH:24][n:25][cH:26]1)([n:27]1[cH:28][cH:29][n:30][cH:31]1)=[O:32].[F:1][c:2]1[cH:3][cH:4][c:5]([CH2:6][O:7][c:8]2[cH:9][cH:10][c:11]([CH:14]=[CH:15][C:16](=[O:17])[OH:18])[cH:12][cH:13]2)[cH:19][cH:20]1.[H-:38].[NH2:40][c:41]1[s:42][s:43][c:44](=[S:46])[n:45]1.[Na+:39].[O:47]1[CH2:48][CH2:49][CH2:50][CH2:51]1.[OH2:52].[nH:33]1[cH:34][cH:35][n:36][cH:37]1>>[F:1][c:2]1[cH:3][cH:4][c:5]([CH2:6][O:7][c:8]2[cH:9][cH:10][c:11]([CH:14]=[CH:15][C:16](=[O:17])[NH:40][c:41]3[s:42][s:43][c:44](=[S:46])[n:45]3)[cH:12][cH:13]2)[cH:19][cH:20]1. The reactants are C#CCOC1CCCCO1, C1CCOC1, C[Si](C)(C)[N-][Si](C)(C)C, CON(C)C(=O)c1ccc(Cl)c(Cl)c1, [Li+]. The product is O=C(C#CCOC1CCCCO1)c1ccc(Cl)c(Cl)c1. Reaction SMILES: [CH2:15]([C:16]#[CH:17])[O:18][CH:19]1[O:20][CH2:21][CH2:22][CH2:23][CH2:24]1.[CH2:35]1[O:36][CH2:37][CH2:38][CH2:39]1.[CH3:25][Si:26]([N-:27][Si:28]([CH3:29])([CH3:30])[CH3:31])([CH3:32])[CH3:33].[Cl:1][c:2]1[cH:3][c:4]([C:5](=[O:6])[N:7]([O:8][CH3:9])[CH3:10])[cH:11][cH:12][c:13]1[Cl:14].[Li+:34]>>[Cl:1][c:2]1[cH:3][c:4]([C:5](=[O:6])[C:17]#[C:16][CH2:15][O:18][CH:19]2[O:20][CH2:21][CH2:22][CH2:23][CH2:24]2)[cH:11][cH:12][c:13]1[Cl:14]. The reactants are OCN(C(OC)=O)CCSC1=CC=C(C=C1)OC (Methyl hydroxymethyl(2-(4-methoxyphenylthio)ethyl)carbamate), B(F)(F)F.O(CC)CC (BF3 OEt2). Solvent: C(Cl)Cl (CH2Cl2). Run at time 8 hour. Product: COC=1C=CC2=C(CN(CCS2)C(=O)OC)C1 (Methyl 7-methoxy-2,3-dihydrobenzo[f][1,4]thiazepine-4(5H)-carboxylate). The yield is 85.7%. As a reaction SMILES: O[CH2:2][N:3]([CH2:8][CH2:9][S:10][C:11]1[CH:16]=[CH:15][C:14]([O:17][CH3:18])=[CH:13][CH:12]=1)[C:4](=[O:7])[O:5][CH3:6].B(F)(F)F.O(CC)CC>C(Cl)Cl>[CH3:18][O:17][C:14]1[CH:13]=[CH:12][C:11]2[S:10][CH2:9][CH2:8][N:3]([C:4]([O:5][CH3:6])=[O:7])[CH2:2][C:16]=2[CH:15]=1 |f:1.2|. Procedure: A solution of compound 9 (20.0 mg) in 10 mL CH2Cl2 was treated with 1.1 eq. of BF3—OEt2 under Ar. The mixture was stirred overnight and washed with 1N HCl and sat. NaHCO3 Removal of the solvent gave the crude product and TLC analysis showed one major spot. The crude product was further purified on SiO2 column to provide the title compound (16 mg). The structure was confirmed by NMR and TLC comparison with authentic sample prepared by the reaction of 7-MeO-2,3,4,5-tetrahydro-1,4-benzothiazepine w... Starting materials: ClC1=C(C=C(C=N1)C=1C=CC=2N(N1)C(=C(N2)NC(C)=O)I)NS(=O)(=O)C2=CC(=CC=C2)OC(F)F (N-(6-(6-chloro-5-(3-(difluoromethoxy)phenylsulfonamido)pyridin-3-yl)-3-iodoimidazo[1,2-b]pyridazin-2-yl)acetamide), CC1=NC=CC(=C1)B(O)O (2-methylpyridin-4-ylboronic acid). Yields the product ClC1=C(C=C(C=N1)C=1C=CC=2N(N1)C(=C(N2)NC(C)=O)C2=CC(=NC=C2)C)NS(=O)(=O)C2=CC(=CC=C2)OC(F)F (N-(6-(6-chloro-5-(3-(difluoromethoxy)phenylsulfonamido)pyridin-3-yl)-3-(2-methylpyridin-4-yl)imidazo[1,2-b]pyridazin-2-yl)acetamide). Reaction SMILES: [Cl:1][C:2]1[N:7]=[CH:6][C:5]([C:8]2[CH:9]=[CH:10][C:11]3[N:12]([C:14](I)=[C:15]([NH:17][C:18](=[O:20])[CH3:19])[N:16]=3)[N:13]=2)=[CH:4][C:3]=1[NH:22][S:23]([C:26]1[CH:31]=[CH:30][CH:29]=[C:28]([O:32][CH:33]([F:35])[F:34])[CH:27]=1)(=[O:25])=[O:24].[CH3:36][C:37]1[CH:42]=[C:41](B(O)O)[CH:40]=[CH:39][N:38]=1>>[Cl:1][C:2]1[N:7]=[CH:6][C:5]([C:8]2[CH:9]=[CH:10][C:11]3[N:12]([C:14]([C:41]4[CH:40]=[CH:39][N:38]=[C:37]([CH3:36])[CH:42]=4)=[C:15]([NH:17][C:18](=[O:20])[CH3:19])[N:16]=3)[N:13]=2)=[CH:4][C:3]=1[NH:22][S:23]([C:26]1[CH:31]=[CH:30][CH:29]=[C:28]([O:32][CH:33]([F:35])[F:34])[CH:27]=1)(=[O:25])=[O:24]. Procedure: Following the procedure described in Example 44 (Step 5) N-(6-(6-chloro-5-(3-(difluoromethoxy)phenylsulfonamido)pyridin-3-yl)-3-iodoimidazo[1,2-b]pyridazin-2-yl)acetamide (114.0 mg, 180 μmol) was combined with 2-methylpyridin-4-ylboronic acid (30 mg, 216 μmol) to afford the title compound, N-(6-(6-chloro-5-(3-(difluoromethoxy)phenylsulfonamido)pyridin-3-yl)-3-(2-methylpyridin-4-yl)imidazo[1,2-b]pyridazin-2-yl)acetamide as a yellow solid. LCMS (ESI positive ion) m/z: 600.0 (M+1); 1H NMR (400 MHz,... As a reaction SMILES: [N+:1]([C:4]1[CH:5]=[CH:6][C:7]2[N:13]([C:14](=[O:22])[CH2:15][CH2:16][N:17]3[CH2:21][CH2:20][CH2:19][CH2:18]3)[CH2:12][CH:11]3[CH2:23][CH2:24][CH2:25][N:10]3[CH2:9][C:8]=2[CH:26]=1)([O-])=O.[H][H]>[Pd].C(O)C>[NH2:1][C:4]1[CH:5]=[CH:6][C:7]2[N:13]([C:14](=[O:22])[CH2:15][CH2:16][N:17]3[CH2:18][CH2:19][CH2:20][CH2:21]3)[CH2:12][CH:11]3[CH2:23][CH2:24][CH2:25][N:10]3[CH2:9][C:8]=2[CH:26]=1. Solvent: C(C)O (ethanol). Reagents/catalysts: [Pd] (palladium on carbon). Starting materials: [H][H] (hydrogen), [H][H] (hydrogen), [N+](=O)([O-])C=1C=CC2=C(CN3C(CN2C(CCN2CCCC2)=O)CCC3)C1 (2,3,5,10,11,11a-hexahydro-7-nitro-10-[3-(1-pyrrolidinyl)propionyl]-1H-pyrrolo[2,1-c][1,4]benzodiazepine). Procedure details: A mixture of 5 g. of 2,3,5,10,11,11a-hexahydro-7-nitro-10-[3-(1-pyrrolidinyl)propionyl]-1H-pyrrolo[2,1-c][1,4]benzodiazepine, 250 ml. of ethanol and 2 g. of 10% palladium on carbon catalyst is shaken under about 3 atmospheres of hydrogen pressure in a Parr hydrogenerator until hydrogen uptake is complete. The catalyst is filtered off and the mother liquor is concentrated to obtain the 7-amino-2,3,5,10,11,11a-hexahydro-10-[3-(1-pyrrolidinyl)propionyl]-1H-pyrrolo[2,1-c] [1,4]benzodiazepine. The product is NC=1C=CC2=C(CN3C(CN2C(CCN2CCCC2)=O)CCC3)C1 (7-amino-2,3,5,10,11,11a-hexahydro-10-[3-(1-pyrrolidinyl)propionyl]-1H-pyrrolo[2,1-c] [1,4]benzodiazepine). Run in C1CCOC1.O (THF water). Conditions: temperature 0 celsius, time 1 hour. Procedure details: To a solution of 3-[2-(S)-azido-3,3-bis-(4-chloro-phenyl)-propionyl]-4-(S)-benzyl-oxazolidin-2-one (1.53 g, 3.1 mmol) in 3:1 THF/water (60 mL) at 0° C. was added 30% aq. H2O2 (1.4 mL, 12.3 mmol) and LiOH.H2O (259 mg, 6.2 mmol). The mixture was stirred for 1 h at 0° C. Na2SO3 (2.52 g, 20 mmol) was added, and the mixture was stirred for 30 min at 0° C., then warmed to rt, and stirred for 1 h. The mixture was concentrated without external heating, and the residue was diluted with water and extracte... The reactants are N(=[N+]=[N-])[C@H](C(=O)N1C(OC[C@@H]1CC1=CC=CC=C1)=O)C(C1=CC=C(C=C1)Cl)C1=CC=C(C=C1)Cl (3-[2-(S)-azido-3,3-bis-(4-chloro-phenyl)-propionyl]-4-(S)-benzyl-oxazolidin-2-one), OO (H2O2), O[Li].O (LiOH.H2O), [O-]S(=O)[O-].[Na+].[Na+] (Na2SO3). Yields the product N(=[N+]=[N-])[C@H](C(=O)O)C(C1=CC=C(C=C1)Cl)C1=CC=C(C=C1)Cl ((S)-2-Azido-3,3-bis-(4-chloro-phenyl)-propionic acid). As a reaction SMILES: [N:1]([C@@H:4]([CH:20]([C:28]1[CH:33]=[CH:32][C:31]([Cl:34])=[CH:30][CH:29]=1)[C:21]1[CH:26]=[CH:25][C:24]([Cl:27])=[CH:23][CH:22]=1)[C:5](N1[C@@H](CC2C=CC=CC=2)COC1=O)=[O:6])=[N+:2]=[N-:3].OO.O[Li].O.[O-:40]S([O-])=O.[Na+].[Na+]>C1COCC1.O>[N:1]([C@@H:4]([CH:20]([C:28]1[CH:33]=[CH:32][C:31]([Cl:34])=[CH:30][CH:29]=1)[C:21]1[CH:26]=[CH:25][C:24]([Cl:27])=[CH:23][CH:22]=1)[C:5]([OH:6])=[O:40])=[N+:2]=[N-:3] |f:2.3,4.5.6,7.8|. Yield: 94.0%. The reactants are COC1=C(C=CC(=C1)B1OC(C(O1)(C)C)(C)C)NC(OC(C)(C)C)=O (tert-butyl 2-methoxy-4-(4,4,5,5-tetramethyl-1,3,2-dioxaborolan-2-yl)phenylcarbamate), C1(CCCC1)N1N=C(C=2C1=NC=NC2N)I (1-cyclopentyl-3-iodo-1H-pyrazolo[3,4-d]pyrimidin-4-amine), C(=O)(C(F)(F)F)O (TFA), B(Br)(Br)Br (BBr3), C(=O)([O-])[O-].[Na+].[Na+] (Na2CO3). Reagents/catalysts: C=1C=CC(=CC1)[P](C=2C=CC=CC2)(C=3C=CC=CC3)[Pd]([P](C=4C=CC=CC4)(C=5C=CC=CC5)C=6C=CC=CC6)([P](C=7C=CC=CC7)(C=8C=CC=CC8)C=9C=CC=CC9)[P](C=1C=CC=CC1)(C=1C=CC=CC1)C=1C=CC=CC1 (Pd(PPh3)4). The solvent is C(Cl)Cl (CH2Cl2), CCO (EtOH), COCCOC (DME), C(Cl)Cl (CH2Cl2). Run at temperature 80 celsius. Product: NC1=C2C(=NC=N1)N(N=C2C=2C=C(C=CC2)C(C)=O)C(C)C (1-(3-(4-amino-1-isopropyl-1H-pyrazolo[3,4-d]pyrimidin-3-yl)phenyl)ethanone). As a reaction SMILES: CO[C:3]1[CH:8]=[C:7](B2OC(C)(C)C(C)(C)O2)[CH:6]=[CH:5][C:4]=1NC(=O)OC(C)(C)C.[CH:26]1([N:31]2[C:35]3=[N:36][CH:37]=[N:38][C:39]([NH2:40])=[C:34]3[C:33](I)=[N:32]2)[CH2:30]CC[CH2:27]1.C([O-])([O-])=O.[Na+].[Na+].[C:48](O)([C:50](F)(F)F)=[O:49].B(Br)(Br)Br>CCO.COCCOC.C(Cl)Cl.C1C=CC([P]([Pd]([P](C2C=CC=CC=2)(C2C=CC=CC=2)C2C=CC=CC=2)([P](C2C=CC=CC=2)(C2C=CC=CC=2)C2C=CC=CC=2)[P](C2C=CC=CC=2)(C2C=CC=CC=2)C2C=CC=CC=2)(C2C=CC=CC=2)C2C=CC=CC=2)=CC=1>[NH2:40][C:39]1[N:38]=[CH:37][N:36]=[C:35]2[N:31]([CH:26]([CH3:27])[CH3:30])[N:32]=[C:33]([C:7]3[CH:8]=[C:3]([C:48](=[O:49])[CH3:50])[CH:4]=[CH:5][CH:6]=3)[C:34]=12 |f:2.3.4,^1:74,76,95,114|. Procedure: A solution of tert-butyl 2-methoxy-4-(4,4,5,5-tetramethyl-1,3,2-dioxaborolan-2-yl)phenylcarbamate (200 mg, 0.76 mmol) in EtOH (3.3 ml) was added to a solution of 1-cyclopentyl-3-iodo-1H-pyrazolo[3,4-d]pyrimidin-4-amine (BA80, 100 mg, 0.30 mmol) in DME (12 ml). Pd(PPh3)4 (30 mg, 0.03 mmol) and saturated Na2CO3 (1.9 ml) were added and the reaction was heated to 80° C. under an argon atmosphere overnight. After cooling, the reaction was extracted with saturated NaCl and CH2Cl2. Organic phases were ...